describe an organic reaction: reactants, conditions, products, and yield From a dataset of the Open Reaction Database (ORD), a public repository of structured organic reaction records. Starting materials: O=C1Nc2cccc(F)c2CCC1I, [N-]=[N+]=[N-], [Na+], CN(C)C=O, O. The product is [N-]=[N+]=NC1CCc2c(F)cccc2NC1=O. As a reaction SMILES: [F:6][c:7]1[cH:8][cH:9][cH:10][c:11]2[c:12]1[CH2:13][CH2:14][CH:15]([I:19])[C:16](=[O:18])[NH:17]2.[N-:21]=[N+:22]=[N-:23].[Na+:20].[O:1]=[CH:2][N:3]([CH3:4])[CH3:5].[OH2:24]>>[F:6][c:7]1[cH:8][cH:9][cH:10][c:11]2[c:12]1[CH2:13][CH2:14][CH:15]([N:21]=[N+:22]=[N-:23])[C:16](=[O:18])[NH:17]2.